This data is from the Open Reaction Database (ORD), a public repository of structured organic reaction records. The task is: describe an organic reaction: reactants, conditions, products, and yield Procedure: The title compound was prepared according to the procedure described in Intermediate-66 by using N-(4-chloro-2-fluoro-5-(1-(4-(trifluoromethyl)phenyl)-4,5-dihydro-5-oxo-1H-1,2,4-triazol-3-yl)benzyl)-2,2,2-trifluoroacetamide (Example-113; 0.100 g, 0.207 mmol), KOH (0.034 g, 0.622 mol), water (5 mL) and THF (5.0 mL) to afford 0.080 g of the desired product. RXN SMILES: [Cl:1][C:2]1[C:15]([C:16]2[NH:20][C:19](=[O:21])[N:18]([C:22]3[CH:27]=[CH:26][C:25]([C:28]([F:31])([F:30])[F:29])=[CH:24][CH:23]=3)[N:17]=2)=[CH:14][C:5]([CH2:6][NH:7]C(=O)C(F)(F)F)=[C:4]([F:32])[CH:3]=1.[OH-].[K+].O>C1COCC1>[NH2:7][CH2:6][C:5]1[C:4]([F:32])=[CH:3][C:2]([Cl:1])=[C:15]([C:16]2[NH:20][C:19](=[O:21])[N:18]([C:22]3[CH:23]=[CH:24][C:25]([C:28]([F:30])([F:31])[F:29])=[CH:26][CH:27]=3)[N:17]=2)[CH:14]=1 |f:1.2|. Isolated yield 99.9%. Run in C1CCOC1 (THF). Yields the product NCC=1C(=CC(=C(C1)C=1NC(N(N1)C1=CC=C(C=C1)C(F)(F)F)=O)Cl)F (5-(5-(Aminomethyl)-2-chloro-4-fluorophenyl)-2-(4-(trifluoromethyl)phenyl)-2H-1,2,4-triazol-3(4H)-one). Reactants: ClC1=CC(=C(CNC(C(F)(F)F)=O)C=C1C1=NN(C(N1)=O)C1=CC=C(C=C1)C(F)(F)F)F (N-(4-chloro-2-fluoro-5-(1-(4-(trifluoromethyl)phenyl)-4,5-dihydro-5-oxo-1H-1,2,4-triazol-3-yl)benzyl)-2,2,2-trifluoroacetamide), [OH-].[K+] (KOH), O (water).